This data is from the Open Reaction Database (ORD), a public repository of structured organic reaction records. The task is: describe an organic reaction: reactants, conditions, products, and yield The reactants are ClCC(=O)NC1=CC(=C(C=C1)OCC1=CC=CC=C1)OCC1=CC=CC=C1 (2-chloro-N-[3,4-bis(phenylmethoxy)phenyl]acetamide), [I-].[Na+] (sodium iodide). Solvent: CC(=O)C (acetone). Conditions: time 8 hour. Yields the product ICC(=O)NC1=CC(=C(C=C1)OCC1=CC=CC=C1)OCC1=CC=CC=C1 (2-Iodo-N-[3,4-bis(phenylmethoxy)phenyl]acetamide). Isolated yield 60.4%. RXN SMILES: Cl[CH2:2][C:3]([NH:5][C:6]1[CH:11]=[CH:10][C:9]([O:12][CH2:13][C:14]2[CH:19]=[CH:18][CH:17]=[CH:16][CH:15]=2)=[C:8]([O:20][CH2:21][C:22]2[CH:27]=[CH:26][CH:25]=[CH:24][CH:23]=2)[CH:7]=1)=[O:4].[I-:28].[Na+]>CC(C)=O>[I:28][CH2:2][C:3]([NH:5][C:6]1[CH:11]=[CH:10][C:9]([O:12][CH2:13][C:14]2[CH:19]=[CH:18][CH:17]=[CH:16][CH:15]=2)=[C:8]([O:20][CH2:21][C:22]2[CH:27]=[CH:26][CH:25]=[CH:24][CH:23]=2)[CH:7]=1)=[O:4] |f:1.2|. Procedure details: A solution of 2-chloro-N-[3,4-bis(phenylmethoxy)phenyl]acetamide (8.98 g, 23.5 mmol) and sodium iodide (3.53 g, 23.5 mmol) in acetone (75 ml) was refluxed for two hours and allowed to stand overnight at room temperature. The reaction was filtered hot to remove the sodium iodide and a precipitate formed in the cold filtrate which was collected and washed with cold acetone to give, upon drying, 6.71 g (14.2 mmol) of the title compound. A second crop was obtained from cold acetone (1.0 g). The reactants are FC(C(F)(F)F)(C=1SC(=C(N1)C(F)(F)F)C(=O)OCC)F (ethyl 2-(pentafluoroethyl)-4-(trifluoromethyl)-1,3-thiazole-5-carboxylate), [OH-].[Na+] (sodium hydroxide), Cl (hydrochloric acid). Solvent: CO (methanol), O (water). Run at temperature 60 celsius. The product is FC(C(F)(F)F)(C=1SC(=C(N1)C(F)(F)F)C(=O)O)F (2-(Pentafluoroethyl)-4-(trifluoromethyl)-1,3-thiazole-5-carboxylic acid). Reaction SMILES: [F:1][C:2]([F:21])([C:7]1[S:8][C:9]([C:16]([O:18]CC)=[O:17])=[C:10]([C:12]([F:15])([F:14])[F:13])[N:11]=1)[C:3]([F:6])([F:5])[F:4].[OH-].[Na+].Cl>CO.O>[F:21][C:2]([F:1])([C:7]1[S:8][C:9]([C:16]([OH:18])=[O:17])=[C:10]([C:12]([F:14])([F:15])[F:13])[N:11]=1)[C:3]([F:6])([F:5])[F:4] |f:1.2|. Procedure details: A solution of 540 mg (1.57 mmol) of ethyl 2-(pentafluoroethyl)-4-(trifluoromethyl)-1,3-thiazole-5-carboxylate in 3 ml of methanol and 1 ml of water is admixed with 94.4 mg (2.36 mmol) of sodium hydroxide solution and heated at 60° C. for two hours. The reaction mixture is acidified with conc. hydrochloric acid and extracted four times with dichloromethane, and the organic phase is washed with saturated sodium chloride solution, dried over magnesium sulphate and, after filtration, is concentrated... Starting materials: BrC1=C(C(=O)OC)C=C(C=C1)[N+](=O)[O-] (methyl 2-bromo-5-nitrobenzoate), FC1=CC=C(C=C)C=C1 (4-fluorostyrene), C(CCC)N(CCCC)CCCC (tributylamine), C([O-])(O)=O.[Na+] (sodium bicarbonate). Reagents/catalysts: C1=CC=C(C=C1)P(C2=CC=CC=C2)C3=CC=CC=C3.C1=CC=C(C=C1)P(C2=CC=CC=C2)C3=CC=CC=C3.Cl[Pd]Cl (bis-(triphenylphosphine)-palladium(II)chloride). Solvent: O (water), ClCCl (dichloromethane). Product: FC1=CC=C(C=C1)C#CC1=C(C(=O)OC)C=C(C=C1)[N+](=O)[O-] (methyl 2-[2-(4-fluorophenyl)ethynyl]-5-nitrobenzoate). Reaction SMILES: Br[C:2]1[CH:11]=[CH:10][C:9]([N+:12]([O-:14])=[O:13])=[CH:8][C:3]=1[C:4]([O:6][CH3:7])=[O:5].[F:15][C:16]1[CH:23]=[CH:22][C:19]([CH:20]=[CH2:21])=[CH:18][CH:17]=1.C(N(CCCC)CCCC)CCC.C(=O)(O)[O-].[Na+]>ClCCl.C1C=CC(P(C2C=CC=CC=2)C2C=CC=CC=2)=CC=1.C1C=CC(P(C2C=CC=CC=2)C2C=CC=CC=2)=CC=1.Cl[Pd]Cl.O>[F:15][C:16]1[CH:23]=[CH:22][C:19]([C:20]#[C:21][C:2]2[CH:11]=[CH:10][C:9]([N+:12]([O-:14])=[O:13])=[CH:8][C:3]=2[C:4]([O:6][CH3:7])=[O:5])=[CH:18][CH:17]=1 |f:3.4,6.7.8|. Procedure: A mixture of methyl 2-bromo-5-nitrobenzoate (5 g), 4-fluorostyrene (3.5 g), tributylamine (0.39 g), bis-(triphenylphosphine)-palladium(II)chloride (0.3 g), sodium bicarbonate (2.65 g) and water (30 ml) was stirred and heated at reflux under an argon atmosphere for 1.5 hours. The reaction was then cooled, suspended in dichloromethane (200 ml) and passed through a pad of silica (chromatography grade) eluting with more dichloromethane The dichloromethane was then evaporated away and the residue tre... Reactants: [K+], [K+], O=C([O-])[O-], CN(C)C=O, O, O=Cc1ccc(O)cc1. Product: CN(C)CCOc1ccc(C=O)cc1. RXN SMILES: [K+:10].[K+:11].[O-:12][C:13]([O-:14])=[O:15].[O:16]=[CH:17][N:18]([CH3:19])[CH3:20].[OH2:21].[OH:1][c:2]1[cH:3][cH:4][c:5]([CH:6]=[O:7])[cH:8][cH:9]1>>[O:1]([c:2]1[cH:3][cH:4][c:5]([CH:6]=[O:7])[cH:8][cH:9]1)[CH2:13][CH2:17][N:18]([CH3:19])[CH3:20]. Starting materials: ClC=1C(=C(C=CC1)[C@H]1[C@@H](N[C@H]([C@]1(C#N)C1=C(C=C(C=C1)Cl)F)CC(C)(C)C)C(=O)NC1=C(C=C(C(=O)OCOC(N[C@H](C(=O)OCC2=CC=CC=C2)C)=O)C=C1)OC)F (((S)-1-(benzyloxy)-1-oxopropan-2-ylcarbamoyloxy)methyl 4-((2R,3S,4R,5S)-3-(3-chloro-2-fluorophenyl)-4-(4-chloro-2-fluorophenyl)-4-cyano-5-neopentylpyrrolidine-2-carboxamido)-3-methoxybenzoate), [H][H] (hydrogen). Reagents/catalysts: [Pd] (palladium on carbon). The solvent is C(C)(=O)OCC (ethyl acetate). Product: ClC=1C(=C(C=CC1)[C@H]1[C@@H](N[C@H]([C@]1(C#N)C1=C(C=C(C=C1)Cl)F)CC(C)(C)C)C(=O)NC1=C(C=C(C(=O)OCOC(=O)N[C@H](C(=O)O)C)C=C1)OC)F ((S)-2-(((4-((2R,3S,4R,5S)-3-(3-chloro-2-fluorophenyl)-4-(4-chloro-2-fluorophenyl)-4-cyano-5-neopentylpyrrolidine-2-carboxamido)-3-methoxybenzoyloxy)methoxy)carbonylamino)propanoic acid). RXN SMILES: [Cl:1][C:2]1[C:3]([F:59])=[C:4]([C@@H:8]2[C@:12]([C:15]3[CH:20]=[CH:19][C:18]([Cl:21])=[CH:17][C:16]=3[F:22])([C:13]#[N:14])[C@H:11]([CH2:23][C:24]([CH3:27])([CH3:26])[CH3:25])[NH:10][C@H:9]2[C:28]([NH:30][C:31]2[CH:56]=[CH:55][C:34]([C:35]([O:37][CH2:38][O:39][C:40](=[O:54])[NH:41][C@@H:42]([CH3:53])[C:43]([O:45]CC3C=CC=CC=3)=[O:44])=[O:36])=[CH:33][C:32]=2[O:57][CH3:58])=[O:29])[CH:5]=[CH:6][CH:7]=1.[H][H]>C(OCC)(=O)C.[Pd]>[Cl:1][C:2]1[C:3]([F:59])=[C:4]([C@@H:8]2[C@:12]([C:15]3[CH:20]=[CH:19][C:18]([Cl:21])=[CH:17][C:16]=3[F:22])([C:13]#[N:14])[C@H:11]([CH2:23][C:24]([CH3:25])([CH3:27])[CH3:26])[NH:10][C@H:9]2[C:28]([NH:30][C:31]2[CH:56]=[CH:55][C:34]([C:35]([O:37][CH2:38][O:39][C:40]([NH:41][C@@H:42]([CH3:53])[C:43]([OH:45])=[O:44])=[O:54])=[O:36])=[CH:33][C:32]=2[O:57][CH3:58])=[O:29])[CH:5]=[CH:6][CH:7]=1. Procedure details: In a manner similar to the method described in Example 24, a solution of chiral ((S)-1-(benzyloxy)-1-oxopropan-2-ylcarbamoyloxy)methyl 4-((2R,3S,4R,5S)-3-(3-chloro-2-fluorophenyl)-4-(4-chloro-2-fluorophenyl)-4-cyano-5-neopentylpyrrolidine-2-carboxamido)-3-methoxybenzoate in ethyl acetate was treated with 10% palladium on carbon under 1 atm of hydrogen to give chiral (S)-2-(((4-((2R,3S,4R,5S)-3-(3-chloro-2-fluorophenyl)-4-(4-chloro-2-fluorophenyl)-4-cyano-5-neopentylpyrrolidine-2-carboxamido)-3-m... Reactants: ClC1=CC=C(C(=C1OC1=C(C=C(C#N)C=C1)F)F)C (4-[(6-chloro-2-fluoro-3-methylphenyl)oxy]-3-fluorobenzonitrile), C1CC(=O)N(C1=O)Br (NBS), CC(C)(C#N)N=NC(C)(C)C#N (AIBN). Run in C(Cl)(Cl)(Cl)Cl (carbon tetrachloride). Run at temperature 80 celsius, time 8 hour. Yields the product BrCC=1C(=C(C(=CC1)Cl)OC1=C(C=C(C#N)C=C1)F)F (4-{[3-(bromomethyl)-6-chloro-2-fluorophenyl]oxy}-3-fluorobenzonitrile). The yield is 51.7%. RXN SMILES: [Cl:1][C:2]1[C:7]([O:8][C:9]2[CH:16]=[CH:15][C:12]([C:13]#[N:14])=[CH:11][C:10]=2[F:17])=[C:6]([F:18])[C:5]([CH3:19])=[CH:4][CH:3]=1.C1C(=O)N([Br:27])C(=O)C1.CC(N=NC(C#N)(C)C)(C#N)C>C(Cl)(Cl)(Cl)Cl>[Br:27][CH2:19][C:5]1[C:6]([F:18])=[C:7]([O:8][C:9]2[CH:16]=[CH:15][C:12]([C:13]#[N:14])=[CH:11][C:10]=2[F:17])[C:2]([Cl:1])=[CH:3][CH:4]=1. Procedure details: To a solution of 4-[(6-chloro-2-fluoro-3-methylphenyl)oxy]-3-fluorobenzonitrile (2.41 g, 8.62 mmol) and NBS (1.534 g, 8.62 mmol) in carbon tetrachloride (150 ml) was added AIBN (1.415 g, 8.62 mmol) and the reaction mixture was stirred at 80° C. overnight. The solvent was removed and the crude material was purified via silica gel chromatography to give 4-{[3-(bromomethyl)-6-chloro-2-fluorophenyl]oxy}-3-fluorobenzonitrile (1.60 g, 4.46 mmol, 52% yield). 1H NMR (400 MHz, DMSO-d6) δ ppm 8.08 (dd, 1H... Reactants: ClC1=CC(=CC=C1)C(=O)OO (3-chloroperbenzoic acid), OC(/C=C/C=C1C(C=C(C1=O)S(=O)C)(CCCCOC1=CC=CC=C1)O)CCCO (5-[(E)-4,7-dihydroxyheptenylidene]-4-hydroxy-2-methylsulfinyl-4-(4-phenoxybutyl)-2-cyclopentenone), S(=S)(=O)([O-])[O-].[Na+].[Na+] (sodium thiosulfate). Solvent: ClCCl (dichloromethane), ClCCl (dichloromethane). Conditions: time 2 hour. The product is OC(/C=C/C=C1C(C=C(C1=O)S(=O)(=O)C)(CCCCOC1=CC=CC=C1)O)CCCO (5-[(E)-4,7-dihydroxy-2-heptenylidene]-4-hydroxy-2-methylsulfonyl-4-(4-phenoxybutyl)-2cyclopentenone). Isolated yield 45.6%. As a reaction SMILES: [OH:1][CH:2]([CH2:27][CH2:28][CH2:29][OH:30])/[CH:3]=[CH:4]/[CH:5]=[C:6]1[C:10](=[O:11])[C:9]([S:12]([CH3:14])=[O:13])=[CH:8][C:7]1([OH:26])[CH2:15][CH2:16][CH2:17][CH2:18][O:19][C:20]1[CH:25]=[CH:24][CH:23]=[CH:22][CH:21]=1.ClC1C=CC=C(C(OO)=[O:39])C=1.S([O-])([O-])(=O)=S.[Na+].[Na+]>ClCCl>[OH:1][CH:2]([CH2:27][CH2:28][CH2:29][OH:30])/[CH:3]=[CH:4]/[CH:5]=[C:6]1[C:10](=[O:11])[C:9]([S:12]([CH3:14])(=[O:39])=[O:13])=[CH:8][C:7]1([OH:26])[CH2:15][CH2:16][CH2:17][CH2:18][O:19][C:20]1[CH:21]=[CH:22][CH:23]=[CH:24][CH:25]=1 |f:2.3.4|. Procedure details: To a solution of 165 mg of 5-[(E)-4,7-dihydroxyheptenylidene]-4-hydroxy-2-methylsulfinyl-4-(4-phenoxybutyl)-2-cyclopentenone obtained in Example 104 dissolved in 30 ml of dichloromethane was added a solution 117 mg of 3-chloroperbenzoic acid in 5 ml of dichloromethane, and the mixture was stirred for 2 hours. The reaction mixture was poured onto saturated aqueous sodium thiosulfate, and the mixture was extracted 3 times with ethyl acetate. The organic layers were combined, washed twice with satu... Reported procedure: To a solution of N-{5-[(2-amino-7-cyano-1,3-benzothiazol-6-yl)oxy]-2-fluorophenyl}-2,2,2-trifluoroacetamide (1.0 g, 2.52 mmol) in tetrahydrofuran (10 mL) were added pyridine (1.0 mL, 12.5 mmol) and cyclopropanecarbonyl chloride (395 μL, 4.35 mmol), and the mixture was stirred at room temperature for 10% hr. Pyridine (4.0 mL, 50 mmol) and cyclopropanecarbonyl chloride (100 μL, 1.10 mmol) were added, and the mixture was further stirred at room temperature for 1 hr. The reaction mixture was diluted... Isolated yield 35.0%. The solvent is O1CCCC1 (tetrahydrofuran), C(C)(=O)OCC (ethyl acetate). RXN SMILES: [NH2:1][C:2]1[S:3][C:4]2[C:10]([C:11]#[N:12])=[C:9]([O:13][C:14]3[CH:15]=[CH:16][C:17]([F:27])=[C:18]([NH:20][C:21](=[O:26])[C:22]([F:25])([F:24])[F:23])[CH:19]=3)[CH:8]=[CH:7][C:5]=2[N:6]=1.N1C=CC=CC=1.[CH:34]1([C:37](Cl)=[O:38])[CH2:36][CH2:35]1>O1CCCC1.C(OCC)(=O)C>[C:11]([C:10]1[C:4]2[S:3][C:2]([NH:1][C:37]([CH:34]3[CH2:36][CH2:35]3)=[O:38])=[N:6][C:5]=2[CH:7]=[CH:8][C:9]=1[O:13][C:14]1[CH:15]=[CH:16][C:17]([F:27])=[C:18]([NH:20][C:21](=[O:26])[C:22]([F:25])([F:23])[F:24])[CH:19]=1)#[N:12]. The product is C(#N)C1=C(C=CC=2N=C(SC21)NC(=O)C2CC2)OC2=CC(=C(C=C2)F)NC(C(F)(F)F)=O (N-(7-cyano-6-{4-fluoro-3-[(trifluoroacetyl)amino]phenoxy}-1,3-benzothiazol-2-yl)cyclopropanecarboxamide). Reactants: NC=1SC2=C(N1)C=CC(=C2C#N)OC=2C=CC(=C(C2)NC(C(F)(F)F)=O)F (N-{5-[(2-amino-7-cyano-1,3-benzothiazol-6-yl)oxy]-2-fluorophenyl}-2,2,2-trifluoroacetamide), N1=CC=CC=C1 (pyridine), C1(CC1)C(=O)Cl (cyclopropanecarbonyl chloride), N1=CC=CC=C1 (Pyridine), C1(CC1)C(=O)Cl (cyclopropanecarbonyl chloride).